From a dataset of the Open Reaction Database (ORD), a public repository of structured organic reaction records. describe an organic reaction: reactants, conditions, products, and yield Starting materials: [Cu].CC[C@H]([C@@H]1[C@H](C[C@@](O1)(C)[C@]2([C@@H](C[C@@](O2)(CC)[C@H](CC)O)C)O)C)C(=O)[C@@H](C)[C@H]([C@@H](C)[C@@H]3[C@H](C[C@H]([C@@H](O3)CC(=O)OO)C)C)O (copper lysocellin), CC[C@H](C)[C@H]1C(=O)N[C@@H](C(=O)N[C@H](C(=O)N[C@@H](C(=O)N[C@H](C(=O)NCCCC[C@@H](C(=O)N[C@@H](C(=O)N1)CCCN)NC(=O)[C@H]([C@@H](C)CC)NC(=O)[C@@H](CCC(=O)O)NC(=O)[C@H](CC(C)C)NC(=O)[C@@H]2CSC(=N2)[C@H]([C@@H](C)CC)N)CC(=O)N)CC(=O)O)CC3=CN=CN3)CC=4C=CC=CC4 (bacitracin), O (Water). Solvent: CO (methanol). Reaction conditions: time 1 hour. The product is CC[C@H](C)[C@H]1C(=O)N[C@@H](C(=O)N[C@H](C(=O)N[C@@H](C(=O)N[C@H](C(=O)NCCCC[C@@H](C(=O)N[C@@H](C(=O)N1)CCCN)NC(=O)[C@H]([C@@H](C)CC)NC(=O)[C@@H](CCC(=O)O)NC(=O)[C@H](CC(C)C)NC(=O)[C@@H]2CSC(=N2)[C@H]([C@@H](C)CC)N)CC(=O)N)CC(=O)O)CC3=CN=CN3)CC=4C=CC=CC4.[Cu].CC[C@H]([C@@H]1[C@H](C[C@@](O1)(C)[C@]2([C@@H](C[C@@](O2)(CC)[C@H](CC)O)C)O)C)C(=O)[C@@H](C)[C@H]([C@@H](C)[C@@H]3[C@H](C[C@H]([C@@H](O3)CC(=O)OO)C)C)O (Bacitracin Copper Lysocellin). As a reaction SMILES: [Cu:1].[CH3:2][CH2:3][C@@H:4]([C:25]([C@H:27]([C@@H:29]([OH:45])[C@H:30]([C@H:32]1[O:37][C@@H:36]([CH2:38][C:39]([O:41][OH:42])=[O:40])[C@H:35]([CH3:43])[CH2:34][C@@H:33]1[CH3:44])[CH3:31])[CH3:28])=[O:26])[C@H:5]1[O:9][C@@:8]([C@:11]2([OH:23])[O:15][C@@:14]([C@@H:18]([OH:21])[CH2:19][CH3:20])([CH2:16][CH3:17])[CH2:13][C@H:12]2[CH3:22])([CH3:10])[CH2:7][C@@H:6]1[CH3:24].[CH3:46][CH2:47][C@@H:48]([C@@H:50]1[NH:81][C:79](=[O:80])[C@@H:78]([CH2:82][CH2:83][CH2:84][NH2:85])[NH:77][C:75](=[O:76])[C@@H:74]([NH:86][C:87]([C@@H:89]([NH:94][C:95]([C@H:97]([NH:103][C:104]([C@@H:106]([NH:111][C:112]([C@H:114]2[N:118]=[C:117]([C@@H:119]([NH2:124])[C@H:120]([CH2:122][CH3:123])[CH3:121])[S:116][CH2:115]2)=[O:113])[CH2:107][CH:108]([CH3:110])[CH3:109])=[O:105])[CH2:98][CH2:99][C:100]([OH:102])=[O:101])=[O:96])[C@H:90]([CH2:92][CH3:93])[CH3:91])=[O:88])[CH2:73][CH2:72][CH2:71][CH2:70][NH:69][C:67](=[O:68])[C@H:66]([CH2:125][C:126]([NH2:128])=[O:127])[NH:65][C:63](=[O:64])[C@@H:62]([CH2:129][C:130]([OH:132])=[O:131])[NH:61][C:59](=[O:60])[C@H:58]([CH2:133][C:134]2[NH:138][CH:137]=[N:136][CH:135]=2)[NH:57][C:55](=[O:56])[C@@H:54]([CH2:139][C:140]2[CH:141]=[CH:142][CH:143]=[CH:144][CH:145]=2)[NH:53][C:51]1=[O:52])[CH3:49].O>CO>[CH3:46][CH2:47][C@@H:48]([C@@H:50]1[NH:81][C:79](=[O:80])[C@@H:78]([CH2:82][CH2:83][CH2:84][NH2:85])[NH:77][C:75](=[O:76])[C@@H:74]([NH:86][C:87]([C@@H:89]([NH:94][C:95]([C@H:97]([NH:103][C:104]([C@@H:106]([NH:111][C:112]([C@H:114]2[N:118]=[C:117]([C@@H:119]([NH2:124])[C@H:120]([CH2:122][CH3:123])[CH3:121])[S:116][CH2:115]2)=[O:113])[CH2:107][CH:108]([CH3:109])[CH3:110])=[O:105])[CH2:98][CH2:99][C:100]([OH:102])=[O:101])=[O:96])[C@H:90]([CH2:92][CH3:93])[CH3:91])=[O:88])[CH2:73][CH2:72][CH2:71][CH2:70][NH:69][C:67](=[O:68])[C@H:66]([CH2:125][C:126]([NH2:128])=[O:127])[NH:65][C:63](=[O:64])[C@@H:62]([CH2:129][C:130]([OH:132])=[O:131])[NH:61][C:59](=[O:60])[C@H:58]([CH2:133][C:134]2[NH:138][CH:137]=[N:136][CH:135]=2)[NH:57][C:55](=[O:56])[C@@H:54]([CH2:139][C:140]2[CH:141]=[CH:142][CH:143]=[CH:144][CH:145]=2)[NH:53][C:51]1=[O:52])[CH3:49].[Cu:1].[CH3:2][CH2:3][C@@H:4]([C:25]([C@H:27]([C@@H:29]([OH:45])[C@H:30]([C@H:32]1[O:37][C@@H:36]([CH2:38][C:39]([O:41][OH:42])=[O:40])[C@H:35]([CH3:43])[CH2:34][C@@H:33]1[CH3:44])[CH3:31])[CH3:28])=[O:26])[C@H:5]1[O:9][C@@:8]([C@:11]2([OH:23])[O:15][C@@:14]([C@@H:18]([OH:21])[CH2:19][CH3:20])([CH2:16][CH3:17])[CH2:13][C@H:12]2[CH3:22])([CH3:10])[CH2:7][C@@H:6]1[CH3:24] |f:0.1,5.6.7|. Procedure details: A solution of 3.0 g of copper lysocellin, prepared as described in Example B above, in 25 ml of methanol was stirred while 2.8 g of bacitracin (reg) was added thereto. The mixture was stirred at room temperature for 1 hour. Water was added slowly to precipitate the complex. The crude complex precipitated as a tacky semi-solid which on continued stirring was recovered as a filterable amorphous solid. The crude product was slurried with ethyl acetate, isolated and dried at 40° C. under 5 millimete...